This data is from the Open Reaction Database (ORD), a public repository of structured organic reaction records. The task is: describe an organic reaction: reactants, conditions, products, and yield The reactants are C1(=CC=CC=C1)OC(NC=1C(=NC(=C(C1)CC)C)OCC)=O (Phenyl-N-(2-ethoxy-5-ethyl-6-methylpyridin-3-yl)carbamate), ClC=1C=C(C=CC1)N1CCNCC1 (1-(3-chlorophenyl)piperazine). Yields the product C(C)OC1=NC(=C(C=C1NC(=O)N1CCN(CC1)C1=CC(=CC=C1)Cl)CC)C (1-[(2-ethoxy-5-ethyl-6-methylpyridin-3-yl)aminocarbonyl]-4-(3-chlorophenyl) piperazine). The yield is 83.0%. RXN SMILES: C1(O[C:8](=[O:22])[NH:9][C:10]2[C:11]([O:19][CH2:20][CH3:21])=[N:12][C:13]([CH3:18])=[C:14]([CH2:16][CH3:17])[CH:15]=2)C=CC=CC=1.[Cl:23][C:24]1[CH:25]=[C:26]([N:30]2[CH2:35][CH2:34][NH:33][CH2:32][CH2:31]2)[CH:27]=[CH:28][CH:29]=1>>[CH2:20]([O:19][C:11]1[C:10]([NH:9][C:8]([N:33]2[CH2:32][CH2:31][N:30]([C:26]3[CH:27]=[CH:28][CH:29]=[C:24]([Cl:23])[CH:25]=3)[CH2:35][CH2:34]2)=[O:22])=[CH:15][C:14]([CH2:16][CH3:17])=[C:13]([CH3:18])[N:12]=1)[CH3:21]. Reported procedure: Phenyl-N-(2-ethoxy-5-ethyl-6-methylpyridin-3-yl)carbamate and 1-(3-chlorophenyl)piperazine were reacted by the same way with the example 1 to obtain the titled compound.